This data is from the Open Reaction Database (ORD), a public repository of structured organic reaction records. The task is: describe an organic reaction: reactants, conditions, products, and yield Starting materials: CN(C)C=O, COc1cc2ncnc(Cl)c2cc1OC, Nc1nc2ccc(NC(=O)Nc3ccc(Cl)c(C(F)(F)F)c3)cc2s1, C1COCCO1. Yields the product COc1cc2ncnc(Nc3nc4ccc(NC(=O)Nc5ccc(Cl)c(C(F)(F)F)c5)cc4s3)c2cc1OC. RXN SMILES: [CH3:47][N:48]([CH3:49])[CH:50]=[O:51].[Cl:1][c:2]1[n:3][cH:4][n:5][c:6]2[cH:7][c:8]([O:14][CH3:15])[c:9]([O:12][CH3:13])[cH:10][c:11]12.[NH2:16][c:17]1[s:18][c:19]2[c:20]([n:21]1)[cH:22][cH:23][c:24]([NH:26][C:27](=[O:28])[NH:29][c:30]1[cH:31][c:32]([C:37]([F:38])([F:39])[F:40])[c:33]([Cl:36])[cH:34][cH:35]1)[cH:25]2.[O:41]1[CH2:42][CH2:43][O:44][CH2:45][CH2:46]1>>[c:2]1([NH:16][c:17]2[s:18][c:19]3[c:20]([n:21]2)[cH:22][cH:23][c:24]([NH:26][C:27](=[O:28])[NH:29][c:30]2[cH:31][c:32]([C:37]([F:38])([F:39])[F:40])[c:33]([Cl:36])[cH:34][cH:35]2)[cH:25]3)[n:3][cH:4][n:5][c:6]2[cH:7][c:8]([O:14][CH3:15])[c:9]([O:12][CH3:13])[cH:10][c:11]12. Reactants: S(O)(O)(=O)=O (sulfuric acid), [Cl-].[NH4+] (ammonium chloride), C1=CC=C(C(=C1)CS)Br (2-bromobenzylthiol), C(=O)(OC(C)(C)C)OC(=O)OC(C)(C)C (di-tert-butyl dicarbonate), C(CCC)[Li] (n-butyl lithium), C(C)(C)(C)OC(=O)N1CCC(CC1)=O (N-tert-butoxycarbonyl-4-piperidone), [OH-].[Na+] (sodium hydroxide). Run in CCCCCC (hexane), O1CCCC1 (tetrahydrofuran), O1CCCC1 (tetrahydrofuran). Reaction conditions: time 1.5 hour. Product: C(C)(C)(C)OC(=O)N1CCC2(CC1)SCC1=C2C=CC=C1 (1′-tert-Butoxycarbonyl-spiro[benzo[c]thiophene-1(3H),4′-piperidine]). Isolated yield 45.8%. Reaction SMILES: [CH:1]1[CH:6]=[C:5]([CH2:7][SH:8])[C:4](Br)=[CH:3][CH:2]=1.C([Li])CCC.[C:15]([O:19][C:20]([N:22]1[CH2:27][CH2:26][C:25](=O)[CH2:24][CH2:23]1)=[O:21])([CH3:18])([CH3:17])[CH3:16].[Cl-].[NH4+].S(=O)(=O)(O)O.[OH-].[Na+].C(OC(OC(C)(C)C)=O)(OC(C)(C)C)=O>O1CCCC1.CCCCCC>[C:15]([O:19][C:20]([N:22]1[CH2:27][CH2:26][C:25]2([C:4]3[CH:3]=[CH:2][CH:1]=[CH:6][C:5]=3[CH2:7][S:8]2)[CH2:24][CH2:23]1)=[O:21])([CH3:18])([CH3:16])[CH3:17] |f:3.4,6.7|. Reported procedure: In 800 ml of tetrahydrofuran, 81.0 g (0.40 mole) of 2-bromobenzylthiol were dissolved, followed by the dropwise addition of 516 ml (0.84 mole) of n-butyl lithium (1.6 mole, a hexane solution) at −78° C. over 6 hours. After stirring at the same temperature for 1.5 hours, a solution of 79.5 g (0.40 mole) of N-tert-butoxycarbonyl-4-piperidone in 800 ml of tetrahydrofuran was added dropwise to the reaction mixture over 3 hours and then the mixture was stirred for a further 1 hour. A saturated aqueou... Reactants: ClC1=C2C=NN(C2=CC=C1)N (4-Chloro-indazol-1-ylamine), CN(C=1OC(C=C(N1)C(F)(F)F)=O)C (2-dimethylamino4-trifluoromethyl-[1,3]oxazin-6-one). The solvent is C(C)(=O)O (acetic acid). Conditions: time 4 hour. Yields the product ClC1=C2C=NN(C2=CC=C1)N1C(NC(=CC1=O)C(F)(F)F)=O (3-(4-chloro-indazol-1-yl)-6-trifluoromethyl-1H-pyrimidine-2,4-dione). The yield is 83.5%. As a reaction SMILES: [Cl:1][C:2]1[CH:10]=[CH:9][CH:8]=[C:7]2[C:3]=1[CH:4]=[N:5][N:6]2[NH2:11].CN(C)[C:14]1[O:15][C:16](=[O:24])[CH:17]=[C:18]([C:20]([F:23])([F:22])[F:21])[N:19]=1>C(O)(=O)C>[Cl:1][C:2]1[CH:10]=[CH:9][CH:8]=[C:7]2[C:3]=1[CH:4]=[N:5][N:6]2[N:11]1[C:16](=[O:24])[CH:17]=[C:18]([C:20]([F:23])([F:22])[F:21])[NH:19][C:14]1=[O:15]. Procedure: The crude 168A (1.15 g, 6.88 mmol assumed) is dissolved in glacial acetic acid (15 mL) and 2-dimethylamino4-trifluoromethyl-[1,3]oxazin-6-one (1.43 g, 6.88 mmol) is added. The mixture was stirred for 4 h under reflux, after which the acetic acid iss removed in vacuo. The residue is dissolved in ethyl acetate, washed with saturated sodium carbonate solution and water, and is subsequently dried over sodium sulfate. The crude product (1.9 g) is obtained after removal of the drying agent by filtrati... The reactants are C1CCOC1, O=C(O)c1ccc(C=Cc2cc(Cl)ccc2NS(=O)(=O)c2ccc(Cl)cc2)cc1, [H][H], O, O=[Pt]. Yields the product O=C(O)c1ccc(CCc2cc(Cl)ccc2NS(=O)(=O)c2ccc(Cl)cc2)cc1. RXN SMILES: [CH2:32]1[O:33][CH2:34][CH2:35][CH2:36]1.[Cl:1][c:2]1[cH:3][cH:4][c:5]([S:8](=[O:9])(=[O:10])[NH:11][c:12]2[c:13]([CH:19]=[CH:20][c:21]3[cH:22][cH:23][c:24]([C:25](=[O:26])[OH:27])[cH:28][cH:29]3)[cH:14][c:15]([Cl:18])[cH:16][cH:17]2)[cH:6][cH:7]1.[H:30][H:31].[OH2:37].[Pt:38]=[O:39]>>[Cl:1][c:2]1[cH:3][cH:4][c:5]([S:8](=[O:9])(=[O:10])[NH:11][c:12]2[c:13]([CH2:19][CH2:20][c:21]3[cH:22][cH:23][c:24]([C:25](=[O:26])[OH:27])[cH:28][cH:29]3)[cH:14][c:15]([Cl:18])[cH:16][cH:17]2)[cH:6][cH:7]1. Reactants: C=C(C)OC(C)=O, O=C1CCCc2ccc(Cl)cc21, O=S(=O)(O)O. Yields the product CC(=O)OC1=CCCc2ccc(Cl)cc21. RXN SMILES: [C:18]([CH3:19])(=[O:20])[O:21][C:22]([CH3:23])=[CH2:24].[Cl:1][c:2]1[cH:3][cH:4][c:5]2[c:10]([cH:11]1)[C:9](=[O:12])[CH2:8][CH2:7][CH2:6]2.[S:13](=[O:14])(=[O:15])([OH:16])[OH:17]>>[Cl:1][c:2]1[cH:3][cH:4][c:5]2[c:10]([cH:11]1)[C:9]([O:12][C:18]([CH3:19])=[O:20])=[CH:8][CH2:7][CH2:6]2. Reactants: C(#N)CCCCN1C(=C(C2=CC=CC=C12)C)N1C=NC=C1 (1-(4-cyanobutyl)-3-methyl-2-(1-imidazolyl)indole), [N-]=[N+]=[N-].[Na+] (sodium azide), [Cl-].[NH4+] (ammonium chloride), [Cl-].[Li+] (lithium chloride). Run in CN(C=O)C (dimethylformamide). Yields the product N1N=NN=C1CCCCN1C(=C(C2=CC=CC=C12)C)N1C=NC=C1 (1-[4-(5-tetrazolyl)-butyl]-3-methyl-2-(1-imidazolyl)indole). Reaction SMILES: [C:1]([CH2:3][CH2:4][CH2:5][CH2:6][N:7]1[C:15]2[C:10](=[CH:11][CH:12]=[CH:13][CH:14]=2)[C:9]([CH3:16])=[C:8]1[N:17]1[CH:21]=[CH:20][N:19]=[CH:18]1)#[N:2].[N-:22]=[N+:23]=[N-:24].[Na+].[Cl-].[NH4+].[Cl-].[Li+]>CN(C)C=O>[NH:22]1[C:1]([CH2:3][CH2:4][CH2:5][CH2:6][N:7]2[C:15]3[C:10](=[CH:11][CH:12]=[CH:13][CH:14]=3)[C:9]([CH3:16])=[C:8]2[N:17]2[CH:21]=[CH:20][N:19]=[CH:18]2)=[N:2][N:24]=[N:23]1 |f:1.2,3.4,5.6|. Procedure: A mixture of 600 mg of 1-(4-cyanobutyl)-3-methyl-2-(1-imidazolyl)indole, 173 mg of sodium azide, 142 mg of ammonium chloride and 5 mg of lithium chloride in 2 ml of dimethylformamide is heated at 120° overnight. After cooling the mixture is filtered and the filtrate diluted with ca. 25 ml of water. After the pH is adjusted to 10-11 with 3N NaOH, the solution is washed with ether to remove unreacted nitrile. The aqueous phase is adjusted to pH 5-6 with 2N HCl and extracted with ethylacetate. The ... Starting materials: C(C1=CC=CC=C1)(=O)OC[C@@]1([C@@H](C[C@@H](O1)N1C(=O)NC(=O)C(C)=C1)O)C#C (1-[5-O-Benzoyl-2-deoxy-4-ethynyl-β-D-threo-pentofuranosyl]thymine), CS(=O)(=O)Cl (MsCl). The solvent is N1=CC=CC=C1 (pyridine). Conditions: time 6 hour. The product is C(C1=CC=CC=C1)(=O)OC[C@@]1([C@@H](C[C@@H](O1)N1C(=O)NC(=O)C(C)=C1)OS(=O)(=O)C)C#C (1-[5-O-Benzoyl-2-deoxy-4-ethynyl-3-O-methanesulfonyl-β-D-threo-pentofuranosyl]thymine). The yield is 78.2%. As a reaction SMILES: [C:1]([O:9][CH2:10][C@@:11]1([C:26]#[CH:27])[O:15][C@@H:14]([N:16]2[CH:24]=[C:22]([CH3:23])[C:20](=[O:21])[NH:19][C:17]2=[O:18])[CH2:13][C@H:12]1[OH:25])(=[O:8])[C:2]1[CH:7]=[CH:6][CH:5]=[CH:4][CH:3]=1.[CH3:28][S:29](Cl)(=[O:31])=[O:30]>N1C=CC=CC=1>[C:1]([O:9][CH2:10][C@@:11]1([C:26]#[CH:27])[O:15][C@@H:14]([N:16]2[CH:24]=[C:22]([CH3:23])[C:20](=[O:21])[NH:19][C:17]2=[O:18])[CH2:13][C@H:12]1[O:25][S:29]([CH3:28])(=[O:31])=[O:30])(=[O:8])[C:2]1[CH:3]=[CH:4][CH:5]=[CH:6][CH:7]=1. Procedure: To a pyridine (3.5 mL) solution of 4 (110.9 mg, 0.30 mmol) was added MsCl (0.12 mL, 1.5 mmol) at 0° C. under Ar atmosphere, and the mixture was stirred for 6 h. The reaction mixture was partitioned between CHCl3/sat. aqueous NaHCO3. Silica gel column chromatography (1.5% MeOH in CH2Cl2) of the organic layer gave 5 (105.2 mg, 78%) as a foam: 1H NMR (CDCl3) δ1.92 (3H, d, JMe,6=1.2 Hz, Me-5), 2.43 (1H, dd, J1′,2′a=3.6 and J2′a,2′b=16.0 Hz, H-2′a), 2.72 (1H, s, C≡CH), 3.07 (3H, s, SO2Me), 3.23 (1H, ... The reactants are C1(CC1)COC1=C(C=O)C=CC=C1OC (2-(cyclopropylmethoxy)-3-methoxybenzaldehyde), [Br-].C(C)OC(=O)C1=C(N=C2SC=CN21)C[P+](C2=CC=CC=C2)(C2=CC=CC=C2)C2=CC=CC=C2 (5-Ethyloxycarbonylimidazo[2,1-b][1,3]thiazol-6-yl-methyl(triphenyl)phosphonium bromide), intermediate, [H-].[Na+] (NaH). The solvent is CS(=O)C (DMSO), CS(=O)C (DMSO), C(C)(=O)OCC (ethyl acetate). Reaction conditions: time 30 minute. Yields the product C1(CC1)COC1=C(C=CC=C1OC)/C=C/C=1N=C2SC=CN2C1C(=O)OCC (Ethyl 6-{(E)-2-[2-(cyclopropylmethoxy)-3-methoxyphenyl]vinyl}imidazo[2,1-b][1,3]thiazole-5-carboxylate). Reaction SMILES: [Br-].[CH2:2]([O:4][C:5]([C:7]1[N:14]2[C:10]([S:11][CH:12]=[CH:13]2)=[N:9][C:8]=1[CH2:15][P+](C1C=CC=CC=1)(C1C=CC=CC=1)C1C=CC=CC=1)=[O:6])[CH3:3].[H-].[Na+].[CH:37]1([CH2:40][O:41][C:42]2[C:49]([O:50][CH3:51])=[CH:48][CH:47]=[CH:46][C:43]=2[CH:44]=O)[CH2:39][CH2:38]1>CS(C)=O.C(OCC)(=O)C>[CH:37]1([CH2:40][O:41][C:42]2[C:49]([O:50][CH3:51])=[CH:48][CH:47]=[CH:46][C:43]=2/[CH:44]=[CH:15]/[C:8]2[N:9]=[C:10]3[N:14]([C:7]=2[C:5]([O:4][CH2:2][CH3:3])=[O:6])[CH:13]=[CH:12][S:11]3)[CH2:38][CH2:39]1 |f:0.1,2.3|. Procedure details: To a stirred suspension of Step 3 intermediate (2.0 g, 3.626 mmol) was added NaH (0.160 g, 3.989 mmol) in anhydrous DMSO (10 mL) and stirred for 30 min. A solution of 2-(cyclopropylmethoxy)-3-methoxybenzaldehyde (0.82 g, 3.989 mmol) in anhydrous DMSO (10 mL) was added drop wise to this solution at room temperature and stirred for 2 h. The reaction mixture was diluted with ethyl acetate (200 mL), washed with water (2×50 mL), brine and dried (Na2SO4) to yield a crude solid which was purified by co... Reactants: CN(C=1C=CC=C2C=C(NC12)C=1SC(CN1)CC(=O)OCC)S(=O)(=O)C=1C=NC=CC1 (ethyl (2-{7-[methyl(pyridin-3-ylsulfonyl)amino]-1H-indol-2-yl}-4,5-dihydro-1,3-thiazol-5-yl)acetate), [OH-].[Na+] (sodium hydroxide), Cl.CN(CCCN=C=NCC)C (N-[3-(dimethylamino)propyl]-N′-ethylcarbodiimide hydrochloride), C(CC(O)(C(=O)O)CC(=O)O)(=O)O (citric acid). Solvent: C(C)O (ethanol), O1CCCC1 (tetrahydrofuran), CN(C=O)C (N,N-dimethylformamide), O (Water). Reaction conditions: temperature 50 celsius, time 30 minute. The product is CN(C=1C=CC=C2C=C(NC12)C=1SC(CN1)CC(=O)N)S(=O)(=O)C=1C=NC=CC1 (2-(2-{7-[methyl(pyridin-3-ylsulfonyl)amino]-1H-indol-2-yl}-4,5-dihydro-1,3-thiazol-5-yl)acetamide). Isolated yield 42.1%. As a reaction SMILES: [CH3:1][N:2]([S:23]([C:26]1[CH:27]=[N:28][CH:29]=[CH:30][CH:31]=1)(=[O:25])=[O:24])[C:3]1[CH:4]=[CH:5][CH:6]=[C:7]2[C:11]=1[NH:10][C:9]([C:12]1[S:13][CH:14]([CH2:17][C:18](OCC)=[O:19])[CH2:15][N:16]=1)=[CH:8]2.[OH-].[Na+].C(O)(=O)CC(CC(O)=O)(C(O)=O)O.Cl.C[N:49](C)CCCN=C=NCC>O.CN(C)C=O.C(O)C.O1CCCC1>[CH3:1][N:2]([S:23]([C:26]1[CH:27]=[N:28][CH:29]=[CH:30][CH:31]=1)(=[O:24])=[O:25])[C:3]1[CH:4]=[CH:5][CH:6]=[C:7]2[C:11]=1[NH:10][C:9]([C:12]1[S:13][CH:14]([CH2:17][C:18]([NH2:49])=[O:19])[CH2:15][N:16]=1)=[CH:8]2 |f:1.2,4.5|. Procedure details: A mixture of ethyl (2-{7-[methyl(pyridin-3-ylsulfonyl)amino]-1H-indol-2-yl}-4,5-dihydro-1,3-thiazol-5-yl)acetate (330 mg), 1N aqueous sodium hydroxide solution (5 mL), tetrahydrofuran (5 mL) and ethanol (5 mL) was stirred at 50° C. for 30 min. The reaction mixture was acidified with aqueous citric acid solution, and extracted with ethyl acetate. The ethyl acetate layer was washed with saturated brine, dried (MgSO4), and concentrated to give pale-yellow crystals. A mixture of the obtained crystal...